From a dataset of the Open Reaction Database (ORD), a public repository of structured organic reaction records. describe an organic reaction: reactants, conditions, products, and yield Reactants: N#CCCCBr, O=C([O-])[O-], CN(C)C=O, CN(C)c1cccc(O)c1, [K+], [K+], O. The product is CN(C)c1cccc(OCCCC#N)c1. Reaction SMILES: [Br:22][CH2:23][CH2:24][CH2:25][C:26]#[N:27].[C:11](=[O:12])([O-:13])[O-:14].[CH3:17][N:18]([CH3:19])[CH:20]=[O:21].[CH3:1][N:2]([c:3]1[cH:4][c:5]([OH:9])[cH:6][cH:7][cH:8]1)[CH3:10].[K+:15].[K+:16].[OH2:28]>>[CH3:1][N:2]([c:3]1[cH:4][c:5]([O:9][CH2:23][CH2:24][CH2:25][C:26]#[N:27])[cH:6][cH:7][cH:8]1)[CH3:10]. Reactants: ClC1=C(C=CC(=N1)C(=O)O)OC (6-chloro-5-methoxypicolinic acid), S(=O)(Cl)Cl (thionyl chloride). The reagents and catalysts are CN(C=O)C (N,N-dimethylformamide). Run in C1=CC=CC=C1 (benzene). Yields the product ClC1=C(C=CC(=N1)C(=O)Cl)OC (6-chloro-5-methoxypicolinic acid chloride). Isolated yield 151.6%. As a reaction SMILES: [Cl:1][C:2]1[N:7]=[C:6]([C:8](O)=[O:9])[CH:5]=[CH:4][C:3]=1[O:11][CH3:12].S(Cl)([Cl:15])=O>CN(C)C=O.C1C=CC=CC=1>[Cl:1][C:2]1[N:7]=[C:6]([C:8]([Cl:15])=[O:9])[CH:5]=[CH:4][C:3]=1[O:11][CH3:12]. Reported procedure: A mixture of 6-chloro-5-methoxypicolinic acid (1.5 g, 8.0 mmol), thionyl chloride (5 g, 8.0×5.25 mmol), a catalytic amount (35 mg) of N,N-dimethylformamide and 5 ml of benzene was refluxed for 1 hour. Then, thionyl chloride and benzene were distilled off, and the residue was distributed with water and dichloromethane. A dichloromethane layer was separated and dried with sodium sulfate. The solvent was then distilled off to obtain 1.64 g of 6-chloro-5-methoxypicolinic acid chloride. It was dissol... The reactants are N1(C=NC=C1)CCOC1=CC=C(C=C1)CC(=O)O (2-(4-(2-(1H-imidazol-1-yl)ethoxy)phenyl)acetic acid), NC=1SC=C(C1C(=O)N)C (2-amino-4-methylthiophene-3-carboxamide). Solvent: C(C)N(CC)CC (triethylamine). Yields the product N1(C=NC=C1)CCOC1=CC=C(C=C1)CC(=O)NC=1SC=C(C1C(=O)N)C (2-(2-(4-(2-(1H-Imidazol-1-yl)ethoxy)phenyl)acetamido)-4-methylthiophene-3-carboxamide). RXN SMILES: [N:1]1([CH2:6][CH2:7][O:8][C:9]2[CH:14]=[CH:13][C:12]([CH2:15][C:16]([OH:18])=O)=[CH:11][CH:10]=2)[CH:5]=[CH:4][N:3]=[CH:2]1.[NH2:19][C:20]1[S:21][CH:22]=[C:23]([CH3:28])[C:24]=1[C:25]([NH2:27])=[O:26]>C(N(CC)CC)C>[N:1]1([CH2:6][CH2:7][O:8][C:9]2[CH:10]=[CH:11][C:12]([CH2:15][C:16]([NH:19][C:20]3[S:21][CH:22]=[C:23]([CH3:28])[C:24]=3[C:25]([NH2:27])=[O:26])=[O:18])=[CH:13][CH:14]=2)[CH:5]=[CH:4][N:3]=[CH:2]1. Reported procedure: This compound was prepared from 2-(4-(2-(1H-imidazol-1-yl)ethoxy)phenyl)acetic acid and 2-amino-4-methylthiophene-3-carboxamide using protocol B except that triethylamine was also added. The crude product was purified via silica gel column chromatography. Method[1], MS(ESI) 385.1, Retention time=1.254 min. Reactants: CCS(=O)(=O)Nc1ccc(C(=O)O)cc1, [Na+], [Na], [OH-], O, O=S(Cl)Cl. Yields the product CCS(=O)(=O)Nc1ccc(C(=O)Cl)cc1. RXN SMILES: [CH2:6]([CH3:7])[S:8](=[O:9])(=[O:10])[NH:11][c:12]1[cH:13][cH:14][c:15]([C:16](=[O:17])[OH:18])[cH:19][cH:20]1.[Na+:22].[Na:5].[OH-:21].[OH2:23].[S:1]([Cl:2])([Cl:3])=[O:4]>>[Cl:3][C:16]([c:15]1[cH:14][cH:13][c:12]([NH:11][S:8]([CH2:6][CH3:7])(=[O:9])=[O:10])[cH:20][cH:19]1)=[O:17].